Dataset: the Open Reaction Database (ORD), a public repository of structured organic reaction records. Task: describe an organic reaction: reactants, conditions, products, and yield The reactants are O.NN (hydrazine hydrate), C(C=CC)N1C(=C(C(=C1C)C)C=O)C(=CCC1=CC=C(C=C1)F)Cl (1-(2-butenyl)-2-[1-chloro-3-(4-fluorophenyl)-1-propenyl]-3-formyl-4,5-dimethylpyrrole). Run in C(C)O (ethanol). Run at temperature 75 celsius. The product is C(C=CC)N1C(=C(C=2C1=C(N=NC2)CCC2=CC=C(C=C2)F)C)C (1-(2-Butenyl)-7-(4-fluorophenethyl)-2,3-dimethylpyrrolo[2,3-d]pyridazine). Isolated yield 62.9%. As a reaction SMILES: O.[NH2:2][NH2:3].[CH2:4]([N:8]1[C:12]([CH3:13])=[C:11]([CH3:14])[C:10]([CH:15]=O)=[C:9]1[C:17](Cl)=[CH:18][CH2:19][C:20]1[CH:25]=[CH:24][C:23]([F:26])=[CH:22][CH:21]=1)[CH:5]=[CH:6][CH3:7]>C(O)C>[CH2:4]([N:8]1[C:9]2=[C:17]([CH2:18][CH2:19][C:20]3[CH:25]=[CH:24][C:23]([F:26])=[CH:22][CH:21]=3)[N:2]=[N:3][CH:15]=[C:10]2[C:11]([CH3:14])=[C:12]1[CH3:13])[CH:5]=[CH:6][CH3:7] |f:0.1|. Reported procedure: 0.10 g (0.0020 mole) of hydrazine hydrate was added to a solution of 0.39 g (0.00113 mole) of 1-(2-butenyl)-2-[1-chloro-3-(4-fluorophenyl)-1-propenyl]-3-formyl-4,5-dimethylpyrrole in 7 ml of ethanol and the resulting mixture was stirred at 75° C. for an hour. After completion of the reaction, the reaction mixture was concentrated under reduced pressure and the concentrate was diluted with ice-water. The aqueous mixture was extracted twice with 30 ml of ethyl acetate. The combined extracts were w... The reactants are C(=O)[O-].[Na+] (sodium formate), Cl.C(C)OC(CN)=O (glycine ethyl ester hydrochloride). The solvent is C(=O)O (formic acid), C(=O)O (formic acid). Reaction conditions: time 1 hour. The product is C(C)OC(CNC=O)=O (N-formylglycine ethyl ester). Isolated yield 84.6%. Reaction SMILES: [CH:1]([O-])=[O:2].[Na+].Cl.[CH2:6]([O:8][C:9](=[O:12])[CH2:10][NH2:11])[CH3:7]>C(O)=O>[CH2:6]([O:8][C:9](=[O:12])[CH2:10][NH:11][CH:1]=[O:2])[CH3:7] |f:0.1,2.3|. Procedure details: A hot solution of sodium formate (150 g) in formic acid (200 mL) was added to a hot solution of glycine ethyl ester hydrochloride (228.7 g; 1.64 mol) in hot formic acid (250 mL). This was allowed to stir at room temperature for 1 hour (sodium chloride separated). Small portions of acetic anhydride (450 g) were added to the well-stirred suspension as an exothermic reaction ensued. The suspension was stirred overnight, the solid was filtered and the filtrate was distilled in vacuo to remove excess... Reactants: ClC=1C=C(C=CC1)O (3-chlorophenol), [OH-].[K+] (potassium hydroxide), O.ClC(C(C)(O)C)(Cl)Cl (1,1,1-trichloro-2-methyl-2-propanol hydrate), CC(=O)C (acetone). Run at time 14 hour. The product is ClC=1C=C(OC(C(=O)OCC)(C)C)C=CC1 (ethyl 2-(3-chlorophenoxy)-2-methylpropionate). RXN SMILES: [Cl:1][C:2]1[CH:3]=[C:4]([OH:8])[CH:5]=[CH:6][CH:7]=1.[OH-:9].[K+].O.Cl[C:13](Cl)(Cl)[C:14]([CH3:17])(O)[CH3:15].[CH3:20][C:21](C)=[O:22]>>[Cl:1][C:2]1[CH:3]=[C:4]([CH:5]=[CH:6][CH:7]=1)[O:8][C:14]([CH3:17])([CH3:15])[C:13]([O:22][CH2:21][CH3:20])=[O:9] |f:1.2,3.4|. Procedure: To a solution of 3-chlorophenol (5.0 g) in acetone (100 ml) were added potassium hydroxide (19.5 g) and 1,1,1-trichloro-2-methyl-2-propanol hydrate (13.7 g), and the mixture was stirred for 14 hours at room temperature. After the reaction mixture was concentrated under reduced pressure, water was added to the residue, and the mixture was washed with ethyl acetate. The aqueous layer was acidified with concentrated hydrochloric acid and extracted with ethyl acetate. The extract was washed with wat... Reactants: CC=1C=C(C(=O)NCCCCCC(=O)O)C=CC1C1=CC=CC=C1 (6-(3-methyl-4-phenyl-benzamido)hexanoic acid), Cl.NO (hydroxylamine hydrochloride). The product is ONC(=O)CCCCCNC(C1=CC(=C(C=C1)C1=CC=CC=C1)C)=O (N-(5-(hydroxycarbamoyl)pentyl)-3-methyl-4-phenyl benzamide). The yield is 51.9%. RXN SMILES: [CH3:1][C:2]1[CH:3]=[C:4]([CH:16]=[CH:17][C:18]=1[C:19]1[CH:24]=[CH:23][CH:22]=[CH:21][CH:20]=1)[C:5]([NH:7][CH2:8][CH2:9][CH2:10][CH2:11][CH2:12][C:13](O)=[O:14])=[O:6].Cl.[NH2:26][OH:27]>>[OH:27][NH:26][C:13]([CH2:12][CH2:11][CH2:10][CH2:9][CH2:8][NH:7][C:5](=[O:6])[C:4]1[CH:16]=[CH:17][C:18]([C:19]2[CH:24]=[CH:23][CH:22]=[CH:21][CH:20]=2)=[C:2]([CH3:1])[CH:3]=1)=[O:14] |f:1.2|. Procedure details: The procedure of the step 3 in Example 80 was repeated except that 6-(3-methyl-4-phenyl-benzamido)hexanoic acid (70 mg (0.215 mmol)) instead of 6-(3-bromo-2-methylbenzamido)hexanoic acid, and 30 mg of hydroxylamine hydrochloride (0.43 mmol) instead of 1,2-phenylenediamine were used and purified by a preparative HPLC (C18, 20% H2O/CH3CN, 20 ml/min) to obtain the title compound (38 mg, 51%). Starting materials: C(C1=CC=CC=C1)[C@H]1N(C(OC1)=O)C(=O)[C@@H]1CN(C[C@H]1C1=CC(=C(C=C1)Cl)Cl)C(=O)OC(C)(C)C (tert-butyl (3S,4R)-3-{[(4R)-4-benzyl-2-oxo-1,3-oxazolidin-3-yl]carbonyl}-4-(3,4-dichlorophenyl)pyrrolidine-1-carboxylate), [OH-].[Li+] (lithium hydroxide), C(CC(O)(C(=O)O)CC(=O)O)(=O)O (citric acid). The solvent is C1CCOC1 (THF). Conditions: time 60 hour. Yields the product C(C)(C)(C)OC(=O)N1C[C@H]([C@@H](C1)C1=CC(=C(C=C1)Cl)Cl)C(=O)O ((3S,4R)-1-(tert-butoxycarbonyl)-4-(3,4-dichlorophenyl)pyrrolidine-3-carboxylic acid). Yield: 81.0%. Reaction SMILES: C([C@@H]1COC(=O)N1[C:14]([C@H:16]1[C@H:20]([C:21]2[CH:26]=[CH:25][C:24]([Cl:27])=[C:23]([Cl:28])[CH:22]=2)[CH2:19][N:18]([C:29]([O:31][C:32]([CH3:35])([CH3:34])[CH3:33])=[O:30])[CH2:17]1)=[O:15])C1C=CC=CC=1.[OH-].[Li+].C(O)(=O)CC(CC(O)=O)(C(O)=O)[OH:41]>C1COCC1>[C:32]([O:31][C:29]([N:18]1[CH2:19][C@@H:20]([C:21]2[CH:26]=[CH:25][C:24]([Cl:27])=[C:23]([Cl:28])[CH:22]=2)[C@H:16]([C:14]([OH:41])=[O:15])[CH2:17]1)=[O:30])([CH3:33])([CH3:34])[CH3:35] |f:1.2|. Reported procedure: To a solution of the compound (2.5 g) obtained in step 3 in THF (27 mL) was added 4N aqueous lithium hydroxide solution (3.6 mL) at room temperature, and the mixture was stirred for 60 hr. The reaction mixture was made slightly acidic with aqueous citric acid solution, and the resultant product was extracted with ethyl acetate. The organic layer was washed with water and dried, and the solvent was evaporated under reduced pressure. The obtained residue was purified by silica gel column chromatog... Starting materials: N1=CC=C(C=C1)CC(=O)C1=CC=C(C=C1)OCC1=NC2=CC=CC=C2C=C1 (2-pyridin-4-yl-1-[4-(quinolin-2-ylmethoxy)-phenyl]-ethanone), ClC=1C=C(C(=O)N(C)OC)C=CC1OCC1=NC2=CC=CC=C2C=C1 (3-Chloro-N-methoxy-N-methyl-4-(quinolin-2-ylmethoxy)-benzamide). Yields the product ClC=1C=C(C=CC1OCC1=NC2=CC=CC=C2C=C1)C(CC1=CC=NC=C1)=O (1-[3-Chloro-4-(quinolin-2-ylmethoxy)-phenyl]-2-pyridin-4-yl-ethanone). As a reaction SMILES: [N:1]1[CH:6]=[CH:5][C:4]([CH2:7][C:8]([C:10]2[CH:15]=[CH:14][C:13]([O:16][CH2:17][C:18]3[CH:27]=[CH:26][C:25]4[C:20](=[CH:21][CH:22]=[CH:23][CH:24]=4)[N:19]=3)=[CH:12][CH:11]=2)=[O:9])=[CH:3][CH:2]=1.[Cl:28]C1C=C(C=CC=1OCC1C=CC2C(=CC=CC=2)N=1)C(N(OC)C)=O>>[Cl:28][C:14]1[CH:15]=[C:10]([C:8](=[O:9])[CH2:7][C:4]2[CH:3]=[CH:2][N:1]=[CH:6][CH:5]=2)[CH:11]=[CH:12][C:13]=1[O:16][CH2:17][C:18]1[CH:27]=[CH:26][C:25]2[C:20](=[CH:21][CH:22]=[CH:23][CH:24]=2)[N:19]=1. Procedure: Following the procedure for the preparation of 2-pyridin-4-yl-1-[4-(quinolin-2-ylmethoxy)-phenyl]-ethanone but substituting 3-Chloro-N-methoxy-N-methyl-4-(quinolin-2-ylmethoxy)-benzamide provided the title compound. (M+H m/z=389.0).